From a dataset of the Open Reaction Database (ORD), a public repository of structured organic reaction records. describe an organic reaction: reactants, conditions, products, and yield Reactants: ClC1=CC=C(C=N1)CN1N=C2C(C3=C1N=CC=C3)=NN(C2=O)C2=C(C(=CC=C2)C)C (5-[(6-chloropyridin-3-yl)methyl]-2-(2,3-dimethylphenyl)-2,5-dihydro-3H-pyrazolo[4,3-c]pyrido[3,2-e]pyridazin-3-one), C([O-])(O)=O.[Na+] (sodium bicarbonate), C([O-])([O-])=O.[Cs+].[Cs+] (cesium carbonate), CC1=NC=C(C=C1)B(O)O (2-methyl-5-pyridinylboronic acid). The reagents and catalysts are CC(C)([P](C(C)(C)C)([Pd][P](C(C)(C)C)(C(C)(C)C)C(C)(C)C)C(C)(C)C)C (bis(tri-tert-butylphosphine)palladium(0)), [Cu]Cl (copper(I) chloride). The solvent is O1CCCC1 (tetrahydrofuran), O (water). Conditions: time 45 minute. Product: CC1=C(C=CC=C1C)N1N=C2C(=NN(C3=C2C=CC=N3)CC=3C=CC(=NC3)C=3C=NC(=CC3)C)C1=O (2-(2,3-dimethylphenyl)-5-[(6′-methyl-2,3′-bipyridin-5-yl)methyl]-2,5-dihydro-3H-pyrazolo[4,3-c]pyrido[3,2-e]pyridazin-3-one). Reaction SMILES: Cl[C:2]1[N:7]=[CH:6][C:5]([CH2:8][N:9]2[C:14]3[N:15]=[CH:16][CH:17]=[CH:18][C:13]=3[C:12]3=[N:19][N:20]([C:23]4[CH:28]=[CH:27][CH:26]=[C:25]([CH3:29])[C:24]=4[CH3:30])[C:21](=[O:22])[C:11]3=[N:10]2)=[CH:4][CH:3]=1.C(=O)([O-])[O-].[Cs+].[Cs+].[CH3:37][C:38]1[CH:43]=[CH:42][C:41](B(O)O)=[CH:40][N:39]=1.C(=O)(O)[O-].[Na+]>O1CCCC1.[Cu]Cl.CC(C)([P](C(C)(C)C)([Pd][P](C(C)(C)C)(C(C)(C)C)C(C)(C)C)C(C)(C)C)C.O>[CH3:30][C:24]1[C:25]([CH3:29])=[CH:26][CH:27]=[CH:28][C:23]=1[N:20]1[C:21](=[O:22])[C:11]2=[N:10][N:9]([CH2:8][C:5]3[CH:4]=[CH:3][C:2]([C:41]4[CH:40]=[N:39][C:38]([CH3:37])=[CH:43][CH:42]=4)=[N:7][CH:6]=3)[C:14]3[N:15]=[CH:16][CH:17]=[CH:18][C:13]=3[C:12]2=[N:19]1 |f:1.2.3,5.6,^1:61,67|. Reported procedure: 5-[(6-Chloropyridin-3-yl)methyl]-2-(2,3-dimethylphenyl)-2,5-dihydro-3H-pyrazolo[4,3-c]pyrido[3,2-e]pyridazin-3-one [(Example 4), 47 mg, 0.11 mmol], cesium carbonate (92 mg, 0.28 mmol, 2.5 equiv), copper(I) chloride (11 mg, 0.11 mmol, 1 equiv), 2-methyl-5-pyridinylboronic acid (39 mg, 0.28 mmol, 2.5 equiv) and bis(tri-tert-butylphosphine)palladium(0) (11 mg, 0.023 mmol, 0.2 equiv) were combined in tetrahydrofuran (4 mL) and placed into a preheated oil bath at 70° C. After 45 minutes, water (1 mL)... Reactants: [N+](=O)([O-])C1=CC=2C(C3=C(NC(C=4N3C=CN4)=O)C2C=C1)=CC(=O)O (8-nitro-10-(carboxymethylene)-5H,10H-imidazo-[1,2-a]indeno[1,2-e]pyrazin-4-one), stannous chloride dihydrate, Cl (hydrochloric acid). Run at temperature 40 celsius. The product is Cl.Cl.NC1=CC=2C(C3=C(NC(C=4N3C=CN4)=O)C2C=C1)=CC(=O)O (8-amino-10-(carboxymethylene)-5H,10H-imidazo[1,2-a]indeno[1,2-e]pyrazin-4-one dihydrochloride). As a reaction SMILES: [N+:1]([C:4]1[CH:20]=[CH:19][C:18]2[C:9]3[NH:10][C:11](=[O:17])[C:12]4[N:13]([CH:14]=[CH:15][N:16]=4)[C:8]=3[C:7](=[CH:21][C:22]([OH:24])=[O:23])[C:6]=2[CH:5]=1)([O-])=O.[ClH:25]>>[ClH:25].[ClH:25].[NH2:1][C:4]1[CH:20]=[CH:19][C:18]2[C:9]3[NH:10][C:11](=[O:17])[C:12]4[N:13]([CH:14]=[CH:15][N:16]=4)[C:8]=3[C:7](=[CH:21][C:22]([OH:24])=[O:23])[C:6]=2[CH:5]=1 |f:2.3.4|. Reported procedure: 8-Amino-10-(carboxymethylene)-5H,10H-imidazo-[1,2-a]indeno[1,2-e]pyrazin-4-one dihydrochloride may be obtained according to the following procedure: 35.5 g of 8-nitro-10-(carboxymethylene)-5H,10H-imidazo-[1,2-a]indeno[1,2-e]pyrazin-4-one are added to 74.5 g of stannous chloride dihydrate in 550 ml of concentrated hydrochloric acid, followed by heating at 40° C. for 4 hours. After cooling to 25° C., the mixture is filtered and then washed with 3 times 200 ml of distilled water and twice 100 ml of... Starting materials: [N+](=O)([O-])C=1C=C(C=CC1[N+](=O)[O-])C(=O)N1CCOCC1 ((3,4-Dinitrophenyl)-morpholin-4-yl-methanone). Run in C(C)O (ethanol). Conditions: temperature 20 celsius. The product is N1(CCOCC1)C=1C(=C(C(=CC1)N)N)C (4-morpholin-4-yl-methyl-benzene-1,2-diamine). Yield: 98.6%. As a reaction SMILES: [N+:1]([C:4]1[CH:5]=[C:6]([C:13]([N:15]2[CH2:20][CH2:19][O:18][CH2:17][CH2:16]2)=O)[CH:7]=[CH:8][C:9]=1[N+:10]([O-])=O)([O-])=O>C(O)C>[N:15]1([C:13]2[C:8]([CH3:7])=[C:9]([NH2:10])[C:4]([NH2:1])=[CH:5][CH:6]=2)[CH2:16][CH2:17][O:18][CH2:19][CH2:20]1. Procedure details: 4-(3,4-Dinitro-benzyl)-morρholine (0.800 Kg, 2.99 mol, 1.O wt), and ethanol (11.20 L, 14.0 vol) were charged to a suitable flask and stirred at 15 to 25° C. and a vacuum/nitrogen purge cycle was performed three times. 10% Palladium on carbon (10% Pd/C, 50% wet paste, 0.040 Kg, 0.05 wt wet weight) was slurried in ethanol (0.80 L, 1.O vol) and added to the reaction. The mixture was cooled to 10 to 2O° C. and a vacuum/nitrogen purge cycle was performed three times. A vacuum/hydrogen purge cycle was... Starting materials: ClC1=C(CO)C=C(C=C1)N1C(N(C(=CC1=O)C(F)(F)F)C)=O (2-chloro-5-[3,6-dihydro-2,6-dioxo-3-methyl-4-trifluoromethyl-1(2H)-pyrimidinyl] benzyl alcohol), [Cr](=O)(=O)([O-])Cl.[NH+]1=CC=CC=C1 (pyridinium chlorochromate). Run in ClCCl (dichloromethane), ClCCl (dichloromethane). Reaction conditions: time 3 hour. The product is ClC1=C(C=O)C=C(C=C1)N1C(N(C(=CC1=O)C(F)(F)F)C)=O (2-Chloro-5-[3,6-dihydro-2,6-dioxo-3-methyl-4-trifluoromethyl-1(2H)-pyrimidinyl]benzaldehyde). RXN SMILES: [Cl:1][C:2]1[CH:9]=[CH:8][C:7]([N:10]2[C:15](=[O:16])[CH:14]=[C:13]([C:17]([F:20])([F:19])[F:18])[N:12]([CH3:21])[C:11]2=[O:22])=[CH:6][C:3]=1[CH2:4][OH:5].[Cr](Cl)([O-])(=O)=O.[NH+]1C=CC=CC=1>ClCCl>[Cl:1][C:2]1[CH:9]=[CH:8][C:7]([N:10]2[C:15](=[O:16])[CH:14]=[C:13]([C:17]([F:18])([F:20])[F:19])[N:12]([CH3:21])[C:11]2=[O:22])=[CH:6][C:3]=1[CH:4]=[O:5] |f:1.2|. Reported procedure: A solution of 20.08 g of 2-chloro-5-[3,6-dihydro-2,6-dioxo-3-methyl-4-trifluoromethyl-1(2H)-pyrimidinyl] benzyl alcohol in 250 ml dichloromethane is added dropwise in the course of 30 minutes with stirring at room temperature to a suspension of 19.38 g of pyridinium chlorochromate in 250 ml of dichloromethane, and stirring of the reaction mixture is continued for 3 hours at 25°-28° C. The clear solution is decanted, the brown residue is washed with 100 ml of dichloromethane, and the dichlorometh... Starting materials: Cc1cc(C(=O)O)cc2c1C(=O)N(Cc1ccc(OC(F)(F)F)cc1)C2, CN1CCNCC1, CCN=C=NCCCN(C)C, CN(C)C=O, On1nnc2ccccc21. The product is Cc1cc(C(=O)N2CCN(C)CC2)cc2c1C(=O)N(Cc1ccc(OC(F)(F)F)cc1)C2. RXN SMILES: [CH3:1][c:2]1[cH:3][c:4]([C:24](=[O:25])[OH:26])[cH:5][c:6]2[c:10]1[C:9](=[O:11])[N:8]([CH2:12][c:13]1[cH:14][cH:15][c:16]([O:19][C:20]([F:21])([F:22])[F:23])[cH:17][cH:18]1)[CH2:7]2.[CH3:27][N:28]1[CH2:29][CH2:30][NH:31][CH2:32][CH2:33]1.[CH3:34][CH2:35][N:36]=[C:37]=[N:38][CH2:39][CH2:40][CH2:41][N:42]([CH3:43])[CH3:44].[O:55]=[CH:56][N:57]([CH3:58])[CH3:59].[OH:45][n:46]1[c:47]2[c:48]([cH:49][cH:50][cH:51][cH:52]2)[n:53][n:54]1>>[CH3:1][c:2]1[cH:3][c:4]([C:24](=[O:26])[N:31]2[CH2:30][CH2:29][N:28]([CH3:27])[CH2:33][CH2:32]2)[cH:5][c:6]2[c:10]1[C:9](=[O:11])[N:8]([CH2:12][c:13]1[cH:14][cH:15][c:16]([O:19][C:20]([F:21])([F:22])[F:23])[cH:17][cH:18]1)[CH2:7]2. The reactants are COc1ccc2c(c1)CN(C(=O)CBr)CC(Cl)S2, COc1ccccc1, [Cl-]. Product: COc1ccc(C2CN(C(=O)CBr)Cc3cc(OC)ccc3S2)cc1. Reaction SMILES: [Br:1][CH2:2][C:3](=[O:4])[N:5]1[CH2:6][CH:7]([Cl:18])[S:8][c:9]2[c:10]([cH:12][c:13]([O:16][CH3:17])[cH:14][cH:15]2)[CH2:11]1.[CH3:19][O:20][c:21]1[cH:22][cH:23][cH:24][cH:25][cH:26]1.[Cl-:27]>>[Br:1][CH2:2][C:3](=[O:4])[N:5]1[CH2:6][CH:7]([c:24]2[cH:23][cH:22][c:21]([O:20][CH3:19])[cH:26][cH:25]2)[S:8][c:9]2[c:10]([cH:12][c:13]([O:16][CH3:17])[cH:14][cH:15]2)[CH2:11]1. Starting materials: CC(C)(C)OC(=O)NC1(c2ccc(-c3c(-c4ccccc4)oc4ccc(Br)cc4c3=O)cc2)CCC1, O=C([O-])[O-], CN1CCNCC1, Cc1ccccc1, CO, [Cs+], [Cs+], O=C(C=Cc1ccccc1)C=Cc1ccccc1, O=C(C=Cc1ccccc1)C=Cc1ccccc1, O=C(C=Cc1ccccc1)C=Cc1ccccc1, [Pd], [Pd]. The product is CN1CCN(c2ccc3oc(-c4ccccc4)c(-c4ccc(C5(NC(=O)OC(C)(C)C)CCC5)cc4)c(=O)c3c2)CC1. As a reaction SMILES: [C:1]([CH3:2])([CH3:3])([CH3:4])[O:5][C:6]([NH:7][C:8]1([c:12]2[cH:13][cH:14][c:15](-[c:18]3[c:19](-[c:30]4[cH:31][cH:32][cH:33][cH:34][cH:35]4)[o:20][c:21]4[cH:22][cH:23][c:24]([Br:29])[cH:25][c:26]4[c:27]3=[O:28])[cH:16][cH:17]2)[CH2:9][CH2:10][CH2:11]1)=[O:36].[C:44](=[O:45])([O-:46])[O-:47].[CH3:37][N:38]1[CH2:39][CH2:40][NH:41][CH2:42][CH2:43]1.[CH3:50][c:51]1[cH:52][cH:53][cH:54][cH:55][cH:56]1.[CH3:57][OH:58].[Cs+:48].[Cs+:49].[O:61]=[C:62]([CH:63]=[CH:64][c:65]1[cH:66][cH:67][cH:68][cH:69][cH:70]1)[CH:71]=[CH:72][c:73]1[cH:74][cH:75][cH:76][cH:77][cH:78]1.[O:79]=[C:80]([CH:81]=[CH:82][c:83]1[cH:84][cH:85][cH:86][cH:87][cH:88]1)[CH:89]=[CH:90][c:91]1[cH:92][cH:93][cH:94][cH:95][cH:96]1.[O:97]=[C:98]([CH:99]=[CH:100][c:101]1[cH:102][cH:103][cH:104][cH:105][cH:106]1)[CH:107]=[CH:108][c:109]1[cH:110][cH:111][cH:112][cH:113][cH:114]1.[Pd:59].[Pd:60]>>[C:1]([CH3:2])([CH3:3])([CH3:4])[O:5][C:6]([NH:7][C:8]1([c:12]2[cH:13][cH:14][c:15](-[c:18]3[c:19](-[c:30]4[cH:31][cH:32][cH:33][cH:34][cH:35]4)[o:20][c:21]4[cH:22][cH:23][c:24]([N:41]5[CH2:40][CH2:39][N:38]([CH3:37])[CH2:43][CH2:42]5)[cH:25][c:26]4[c:27]3=[O:28])[cH:16][cH:17]2)[CH2:9][CH2:10][CH2:11]1)=[O:36].